Dataset: the Open Reaction Database (ORD), a public repository of structured organic reaction records. Task: describe an organic reaction: reactants, conditions, products, and yield The reactants are C(F)(F)(F)C(F)(F)C(=O)OC(F)(F)C(F)(F)OC(F)(F)C(F)(F)OC(F)(C(F)(F)F)C(F)(F)OC(=O)C(F)(F)C(F)(F)F (CF3CF2COO(CF2)2O(CF2)2OCF(CF3)CF2OCOCF2CF3), [F-].[K+] (KF). Run at temperature 40 celsius. As a reaction SMILES: C(C(C([O:10][C:11]([C:14]([O:17][C:18]([C:21]([O:24][C:25]([C:31]([O:34]C(C(C(F)(F)F)(F)F)=O)(F)[F:32])([C:27]([F:30])([F:29])[F:28])[F:26])([F:23])[F:22])([F:20])[F:19])([F:16])[F:15])(F)[F:12])=O)(F)F)(F)(F)F.[F-].[K+]>>[F:12][C:11]([C:14]([O:17][C:18]([C:21]([O:24][C:25]([C:31]([F:32])=[O:34])([C:27]([F:28])([F:29])[F:30])[F:26])([F:22])[F:23])([F:20])[F:19])([F:16])[F:15])=[O:10] |f:1.2|. Reported procedure: CF3CF2COO(CF2)2O(CF2)2OCF(CF3)CF2OCOCF2CF3 (5.1 g) obtained in Example 5-4 was charged together with 0.09 g of KF powder into a flask and heated at 40° C. for 2 hours in an oil bath while vigorously stirring. At an upper portion of the flask, a reflux condenser adjusted to a temperature of 20° C. and a gas-collecting fluororesin container were installed in series. After cooling, a liquid sample (3.2 g) and a gaseous sample (1.6 g) were recovered. By GC-MS, it was confirmed that the gaseous sampl... Product: FC(=O)C(F)(F)OC(F)(F)C(F)(F)OC(F)(C(F)(F)F)C(=O)F (FCOCF2O(CF2)2OCF(CF3)COF). The reactants are ClCCl, CCOC(C)=O, O=CCCc1cc(-c2cccc([N+](=O)[O-])c2)no1, c1ccc(N2CCNCC2)cc1. Product: O=[N+]([O-])c1cccc(-c2cc(CCCN3CCN(c4ccccc4)CC3)on2)c1. RXN SMILES: [CH2:31]([Cl:32])[Cl:33].[CH3:34][CH2:35][O:36][C:37](=[O:38])[CH3:39].[N+:1](=[O:2])([O-:3])[c:4]1[cH:5][c:6](-[c:10]2[n:11][o:12][c:13]([CH2:15][CH2:16][CH:17]=[O:18])[cH:14]2)[cH:7][cH:8][cH:9]1.[c:19]1([N:25]2[CH2:26][CH2:27][NH:28][CH2:29][CH2:30]2)[cH:20][cH:21][cH:22][cH:23][cH:24]1>>[N+:1](=[O:2])([O-:3])[c:4]1[cH:5][c:6](-[c:10]2[n:11][o:12][c:13]([CH2:15][CH2:16][CH2:17][N:28]3[CH2:27][CH2:26][N:25]([c:19]4[cH:20][cH:21][cH:22][cH:23][cH:24]4)[CH2:30][CH2:29]3)[cH:14]2)[cH:7][cH:8][cH:9]1. Starting materials: CC(C)(C)S(N)=O, ClCCl, [Cu+2], O=S(=O)([O-])[O-], Cc1ccc(S(=O)(=O)n2ccc3nc(C=O)cnc32)cc1. Yields the product Cc1ccc(S(=O)(=O)n2ccc3nc(C=NS(=O)C(C)(C)C)cnc32)cc1. As a reaction SMILES: [CH3:22][C:23]([CH3:24])([CH3:25])[S:26](=[O:27])[NH2:28].[Cl:29][CH2:30][Cl:31].[Cu+2:32].[O-:33][S:34](=[O:35])(=[O:36])[O-:37].[S:1](=[O:2])(=[O:3])([c:4]1[cH:5][cH:6][c:7]([CH3:8])[cH:9][cH:10]1)[n:11]1[cH:12][cH:13][c:14]2[c:15]1[n:16][cH:17][c:18]([CH:20]=[O:21])[n:19]2>>[S:1](=[O:2])(=[O:3])([c:4]1[cH:5][cH:6][c:7]([CH3:8])[cH:9][cH:10]1)[n:11]1[cH:12][cH:13][c:14]2[c:15]1[n:16][cH:17][c:18]([CH:20]=[N:28][S:26]([C:23]([CH3:22])([CH3:24])[CH3:25])=[O:27])[n:19]2. Starting materials: [OH-].[Na+] (sodium hydroxide), tetrahalo-4-hydroxy pyridine, O.NN (hydrazine hydrate), ClC1=C(C(=C(C(=N1)Cl)Cl)Cl)Cl (pentachloropyridine), ( c ), halogens. Run in O (water). The product is ClC1=NC(=CC=C1Cl)Cl (2,3,6-trichloropyridine), cuprous oxide. Reaction SMILES: O.NN.[OH-].[Na+].[Cl:6][C:7]1[N:12]=[C:11]([Cl:13])[C:10]([Cl:14])=[C:9](Cl)[C:8]=1Cl>O>[Cl:13][C:11]1[C:10]([Cl:14])=[CH:9][CH:8]=[C:7]([Cl:6])[N:12]=1 |f:0.1,2.3|. Reported procedure: Collins et al., J. Chem. Soc., (c); pages 167-174 (1971) teach that halogens ortho and para to the ring nitrogen in pentachloropyridine are reactive with hydrazine hydrate. This reference further teaches the formation of tetrahalo-4-hydroxy pyridine from the action of aqueous sodium hydroxide on tetrahalo-4-hydrazino pyridines. From this same starting material, 2,3,6-trichloropyridine is formed from the reaction with cuprous oxide in hot water. The reactants are BrC1=CC=C(C=C1)N1C(C(=C(C1C1=C(C=CC=C1)OC)C(C(COC1OCCCC1)(C)C)=O)O)=O (1-(4-bromophenyl)-4-(2,2-dimethyl-3-tetrahydro-2H-pyrane-2-yloxypropionyl)-3-hydroxy-5-(2-methoxyphenyl)-1,5-dihydropyrrole-2-one), O.NN (hydrazine hydrate), C([O-])(O)=O.[Na+] (sodium bicarbonate). The solvent is C(C)(=O)O (acetic acid). Run at temperature 95 celsius, time 2 hour. The product is BrC1=CC=C(C=C1)N1C(C=2NN=C(C2C1C1=C(C=CC=C1)OC)C(C)(C)CO)=O (5-(4-bromophenyl)-3-(1-hydroxymethyl-1-methylethyl)-4-(2-methoxyphenyl)-4,5-dihydro-1H-pyrrolo[3,4-c]pyrazole-6-one). Yield: 80.7%. RXN SMILES: [Br:1][C:2]1[CH:7]=[CH:6][C:5]([N:8]2[CH:12]([C:13]3[CH:18]=[CH:17][CH:16]=[CH:15][C:14]=3[O:19][CH3:20])[C:11]([C:21](=O)[C:22]([CH3:32])([CH3:31])[CH2:23][O:24]C3CCCCO3)=[C:10](O)[C:9]2=[O:35])=[CH:4][CH:3]=1.O.[NH2:37][NH2:38].C(=O)(O)[O-].[Na+]>C(O)(=O)C>[Br:1][C:2]1[CH:7]=[CH:6][C:5]([N:8]2[CH:12]([C:13]3[CH:18]=[CH:17][CH:16]=[CH:15][C:14]=3[O:19][CH3:20])[C:11]3[C:21]([C:22]([CH2:23][OH:24])([CH3:32])[CH3:31])=[N:38][NH:37][C:10]=3[C:9]2=[O:35])=[CH:4][CH:3]=1 |f:1.2,3.4|. Procedure details: A mixture of 1-(4-bromophenyl)-4-(2,2-dimethyl-3-tetrahydro-2H-pyrane-2-yloxypropionyl)-3-hydroxy-5-(2-methoxyphenyl)-1,5-dihydropyrrole-2-one (1.51 g, 2.77 mmol), hydrazine hydrate (0.204 mL, 4.16 mmol) and acetic acid (3 mL) was stirred at 95° C. for 2 hours. After the reaction was completed, saturated sodium bicarbonate solution (150 mL) was poured into the reaction mixture, and the resulting mixture was extracted with ethyl acetate. The extract was washed with saturated sodium bicarbonate so... Starting materials: COC(=O)CC1(Sc2cc(C)c(O)c(C)c2C)CCC1, CO, Cl, [Na+], [OH-], O. Product: Cc1c(C)c2c(c(C)c1O)C(=O)CC1(CCC1)S2. RXN SMILES: [CH3:1][O:2][C:3]([CH2:4][C:5]1([S:9][c:10]2[c:11]([CH3:19])[c:12]([CH3:18])[c:13]([OH:17])[c:14]([CH3:16])[cH:15]2)[CH2:6][CH2:7][CH2:8]1)=[O:20].[CH3:25][OH:26].[ClH:22].[Na+:24].[OH-:23].[OH2:21]>>[O:2]=[C:3]1[CH2:4][C:5]2([CH2:6][CH2:7][CH2:8]2)[S:9][c:10]2[c:11]([CH3:19])[c:12]([CH3:18])[c:13]([OH:17])[c:14]([CH3:16])[c:15]21. Reactants: CCCCOCCO (butyl cellosolve), CC(CC)=NO (2-butanone oxime). The product is CCCCOCCO (butyl cellosolve), [N-]=C=O (isocyanate). Reaction SMILES: [CH3:1][CH2:2][CH2:3][CH2:4][O:5][CH2:6][CH2:7][OH:8].C[C:10](=[N:13]O)CC>>[CH3:1][CH2:2][CH2:3][CH2:4][O:5][CH2:6][CH2:7][OH:8].[N-:13]=[C:10]=[O:5]. Procedure: To the reactant, butyl cellosolve (72.7 parts by mass) was added. Subsequently, the temperature of the reactant was set to 50° C. To the reactant, 25.8 parts by mass of 2-butanone oxime (manufactured by Ardrich) was added dropwise to obtain a butyl cellosolve solution of isocyanate compound D having an average number of functional groups: 3.5. The reactants are CON(C([C@H](CC1=CC=CC=C1)NC(=O)CN1C(C(N(C=C1C1=CC=CC=C1)C(C)=O)C(C)C)=O)=O)C (N1-methoxy-N1-methyl-(2S)-2-{(3RS)-4-acetyl-3-isopropyl-2-oxo-6-phenyl-1,2,3,4-tetrahydropyrazin-1-yl}methylcarbonylamino-3-phenylpropionamide), [Cl-].[NH4+] (ammonium chloride), O1CCC=C1 (2,3-dihydrofuran), C(C)(C)(C)[Li].CCCCC (tert-butyllithium pentane). The solvent is O1CCCC1 (tetrahydrofuran), O1CCCC1 (tetrahydrofuran). Conditions: temperature -78 celsius, time 1 hour. Product: C(C)(=O)N1C(C(N(C(=C1)C1=CC=CC=C1)CC(=O)N[C@H](C(=O)C1=CCCO1)CC1=CC=CC=C1)=O)C(C)C ((2S)-2-{(3RS)-4-Acetyl-3-isopropyl-2-oxo-6-phenyl-1,2,3,4-tetrahydropyrazin-1-yl}methylcarbonylamino-1-(2,3-dihydrofuran-5-yl)-1-oxo-3-phenylpropane). As a reaction SMILES: [O:1]1[CH:5]=[CH:4][CH2:3][CH2:2]1.C([Li])(C)(C)C.CCCCC.CON(C)[C:19](=[O:51])[C@@H:20]([NH:28][C:29]([CH2:31][N:32]1[C:37]([C:38]2[CH:43]=[CH:42][CH:41]=[CH:40][CH:39]=2)=[CH:36][N:35]([C:44](=[O:46])[CH3:45])[CH:34]([CH:47]([CH3:49])[CH3:48])[C:33]1=[O:50])=[O:30])[CH2:21][C:22]1[CH:27]=[CH:26][CH:25]=[CH:24][CH:23]=1.[Cl-].[NH4+]>O1CCCC1>[C:44]([N:35]1[CH:36]=[C:37]([C:38]2[CH:39]=[CH:40][CH:41]=[CH:42][CH:43]=2)[N:32]([CH2:31][C:29]([NH:28][C@@H:20]([CH2:21][C:22]2[CH:27]=[CH:26][CH:25]=[CH:24][CH:23]=2)[C:19]([C:2]2[O:1][CH2:5][CH2:4][CH:3]=2)=[O:51])=[O:30])[C:33](=[O:50])[CH:34]1[CH:47]([CH3:49])[CH3:48])(=[O:46])[CH3:45] |f:1.2,4.5|. Procedure details: A solution of 2,3-dihydrofuran (80 μl) in anhydrous tetrahydrofuran (2 ml) is cooled to −78° C., a 1.55 N tert-butyllithium/pentane solution (660 g 1) is added thereto, and the mixture is stirred for one hour. The mixture is added to a solution of N1-methoxy-N1-methyl-(2S)-2-{(3RS)-4-acetyl-3-isopropyl-2-oxo-6-phenyl-1,2,3,4-tetrahydropyrazin-1-yl}methylcarbonylamino-3-phenylpropionamide (295 mg, Compound No. 1-51) in anhydrous tetrahydrofuran (3 ml) cooled at −78° C., and the whole is stirred f... Starting materials: COC(=O)C1=CC=2N(N=C(C2S1)C=1N(C2=CC=C(C=C2C1)C(C)=O)C(=O)OC(C)(C)C)C(=O)OC(C)(C)C (3-(5-acetyl-1-tert-butoxycarbonyl-1H-indol-2-yl)-thieno[3,2-c]pyrazole-1,5-dicarboxylic acid 1-tert-butyl ester 5-methyl ester), Cl (hydrochloric acid), C(=O)([O-])[O-].[Na+].[Na+] (Na2CO3). Run in O1CCCC1 (tetrahydrofuran). Conditions: temperature 70 celsius. The product is COC(=O)C1=CC=2NN=C(C2S1)C=1NC2=CC=C(C=C2C1)C(C)=O (3-(5-acetyl-1H-indol-2-yl)-1H-thieno[3,2-c]pyrazole-5-carboxylic acid methyl ester). Yield: 20.8%. RXN SMILES: [CH3:1][O:2][C:3]([C:5]1[S:12][C:11]2[C:10]([C:13]3[N:14](C(OC(C)(C)C)=O)[C:15]4[C:20]([CH:21]=3)=[CH:19][C:18]([C:22](=[O:24])[CH3:23])=[CH:17][CH:16]=4)=[N:9][N:8](C(OC(C)(C)C)=O)[C:7]=2[CH:6]=1)=[O:4].Cl.C([O-])([O-])=O.[Na+].[Na+]>O1CCCC1>[CH3:1][O:2][C:3]([C:5]1[S:12][C:11]2[C:10]([C:13]3[NH:14][C:15]4[C:20]([CH:21]=3)=[CH:19][C:18]([C:22](=[O:24])[CH3:23])=[CH:17][CH:16]=4)=[N:9][NH:8][C:7]=2[CH:6]=1)=[O:4] |f:2.3.4|. Reported procedure: A solution of 3-(5-acetyl-1-tert-butoxycarbonyl-1H-indol-2-yl)-thieno[3,2-c]pyrazole-1,5-dicarboxylic acid 1-tert-butyl ester 5-methyl ester (115 mg, 0.213 mmol, Example 35) in tetrahydrofuran (5 mL) is treated with 2N hydrochloric acid (aqueous, 3 mL) and heated at 70° C. for 17 hours. The reaction is cooled to room temperature and neutralized with Na2CO3 (aqueous). The aqueous phase is extracted three times with ether (10 mL). Combined ether phases are washed with brine and dried over sodium s... Starting materials: C(N)(=O)OCC=1CS[C@H]2N(C1C(=O)O)C(C2NC(=O)OCC2=CC=C(C=C2)[N+](=O)[O-])=O (3-Carbamoyloxymethyl-7-p-nitrobenzyloxycarbonylamino-3-cephem-4-carboxylic acid), [OH-].[Na+] (sodium hydroxide). Reagents/catalysts: [Pd] (palladium on calcium carbonate). Solvent: O (water), O (water). Yields the product NC1[C@@H]2N(C(=C(CS2)COC(N)=O)C(=O)O)C1=O (7-Amino-3-carbamoyloxymethyl-3-cephem-4-carboxylic acid). As a reaction SMILES: [C:1]([O:4][CH2:5][C:6]1[CH2:7][S:8][C@@H:9]2[CH:16]([NH:17]C(OCC3C=CC([N+]([O-])=O)=CC=3)=O)[C:15](=[O:31])[N:10]2[C:11]=1[C:12]([OH:14])=[O:13])(=[O:3])[NH2:2].[OH-].[Na+]>O.[Pd]>[NH2:17][CH:16]1[C:15](=[O:31])[N:10]2[C:11]([C:12]([OH:14])=[O:13])=[C:6]([CH2:5][O:4][C:1](=[O:3])[NH2:2])[CH2:7][S:8][C@H:9]12 |f:1.2|. Procedure: 3-Carbamoyloxymethyl-7-p-nitrobenzyloxycarbonylamino-3-cephem-4-carboxylic acid (7.5 g.; 16.5 m. mole) was dissolved in water (100 ml) by adding 1 N sodium hydroxide solution to give a solution with a pH of 7.0. This solution was added to pre-hydrogenated 5% palladium on calcium carbonate catalyst (7.5 g.) in water (100 ml) and hydrogenation was continued for 41/2 hours. The reaction mixture was filtered and the filtrate was washed with ether and freeze dried. Thin layer chromatography of the so...